Dataset: the Open Reaction Database (ORD), a public repository of structured organic reaction records. Task: describe an organic reaction: reactants, conditions, products, and yield Starting materials: O (water), C([O-])([O-])=O.[Na+].[Na+] (sodium carbonate), CSCCC1=CC2=C(OCO2)C=C1 (5-{2-(methylthio)ethyl}-1,3-benzodioxole), ClC1=CC(=CC=C1)C(=O)OO (m-chloroperbenzoic acid), ice water. The solvent is C(Cl)(Cl)Cl (chloroform), C(Cl)(Cl)Cl (chloroform). Product: CS(=O)(=O)CCC1=CC2=C(OCO2)C=C1 (5-{2-(Methylsulfonyl)ethyl}-1,3-benzodioxole). Reaction SMILES: [CH3:1][S:2][CH2:3][CH2:4][C:5]1[CH:13]=[CH:12][C:8]2[O:9][CH2:10][O:11][C:7]=2[CH:6]=1.ClC1C=CC=C(C(OO)=[O:22])C=1.[OH2:25].C(=O)([O-])[O-].[Na+].[Na+]>C(Cl)(Cl)Cl>[CH3:1][S:2]([CH2:3][CH2:4][C:5]1[CH:13]=[CH:12][C:8]2[O:9][CH2:10][O:11][C:7]=2[CH:6]=1)(=[O:22])=[O:25] |f:3.4.5|. Reported procedure: 3.5 g of 5-{2-(methylthio)ethyl}-1,3-benzodioxole was dissolved in 100 ml of chloroform. 8.8 g of m-chloroperbenzoic acid was added to the solution under cooling with ice/water to conduct the reaction for 2 h. 300 ml of chloroform and 300 ml of water were added thereto and then sodium carbonate was added to the mixture until the aqueous layer became alkaline. After separation of the layers, the chloroform layer was washed with water twice and dried over sodium sulfate. The solvent was distilled ...